Task: describe an organic reaction: reactants, conditions, products, and yield. Dataset: the Open Reaction Database (ORD), a public repository of structured organic reaction records The reactants are [H-].[Na+] (sodium hydride), C(C)(=O)NC1=CC=C(C=C1)C12C(NC(C2C1)=O)=O (1-(4-acetylaminophenyl)-3-azabicyclo[3.1.0]hexane-2,4dione), C(C=C)Br (allyl bromide). The product is C(C)(=O)NC1=CC=C(C=C1)C12C(N(C(C2C1)=O)CC=C)=O (1-(4-Acetylaminophenyl)-3-allyl-3-azabicyclo[3.1.0]hexane-2,4-dione). Procedure: 1.2 g of 1-(4-acetylaminophenyl)-3-azabicyclo[3.1.0]hexane-2,4dione are dissolved in 25 ml of dimethylformamide and to this solution are added 180 mg of sodium hydride under nitrogen. The mixture is stirred for 1 hour at room temperature. The clear, pale yellow solution is cooled in an ice-water bath and then a solution of 0.65 ml of allyl bromide in 5 ml of dimethylformamide is added dropwise. The reaction mixture is stirred overnight and then the solvent is stripped off. The residue is partiti... Reaction SMILES: [C:1]([NH:4][C:5]1[CH:10]=[CH:9][C:8]([C:11]23[CH2:16][CH:15]2[C:14](=[O:17])[NH:13][C:12]3=[O:18])=[CH:7][CH:6]=1)(=[O:3])[CH3:2].[H-].[Na+].[CH2:21](Br)[CH:22]=[CH2:23]>CN(C)C=O>[C:1]([NH:4][C:5]1[CH:6]=[CH:7][C:8]([C:11]23[CH2:16][CH:15]2[C:14](=[O:17])[N:13]([CH2:23][CH:22]=[CH2:21])[C:12]3=[O:18])=[CH:9][CH:10]=1)(=[O:3])[CH3:2] |f:1.2|. Reaction conditions: time 1 hour. Solvent: CN(C=O)C (dimethylformamide), CN(C=O)C (dimethylformamide). Reaction SMILES: Cl[CH2:2][CH2:3][O:4][C:5]1[CH:10]=[CH:9][C:8]([C:11](=[O:13])[CH3:12])=[CH:7][CH:6]=1.[C:14]([NH2:18])([CH3:17])([CH3:16])[CH3:15]>O>[CH3:15][C:14]([NH:18][CH2:2][CH2:3][O:4][C:5]1[CH:10]=[CH:9][C:8]([C:11](=[O:13])[CH3:12])=[CH:7][CH:6]=1)([CH3:17])[CH3:16]. Reactants: ClCCOC1=CC=C(C=C1)C(C)=O (1-[4-(2-chloroethoxy)-phenyl]-ethanone), C(C)(C)(C)N (tert.-butylamine). Run in O (water). Procedure details: A mixture of 6.5 g of the product of Step A in 30 ml of tert.-butylamine was heated at 120° C. for 30 hours and was then diluted with water and extracted with ethyl acetate. The organic phase was washed with water, dried over a deshydrant, filtered and evaporated to dryness. The residue was chromatographed over silica and eluted with a 9-1 ethyl acetate-triethylamine mixture to obtain 7.264 g of 1-[4-{-2-(1,1-dimethylethylamino)-ethoxy}-phenyl]-ethanone. Conditions: temperature 120 celsius. Yields the product CC(C)(C)NCCOC1=CC=C(C=C1)C(C)=O (1-[4-{-2-(1,1-dimethylethylamino)-ethoxy}-phenyl]-ethanone). Starting materials: CCCN(CCC)C1COc2c(F)ccc(S(=O)(=O)C(F)(F)F)c2C1, CCO, Cc1ccccc1, [Cl-], [Li+], N, [Na+], [Na+], O=C([O-])[O-], OB(O)c1ccco1. Product: CCCN(CCC)C1COc2c(F)ccc(-c3ccco3)c2C1. Reaction SMILES: [CH2:1]([CH2:2][CH3:3])[N:4]([CH:5]1[CH2:6][O:7][c:8]2[c:9]([F:22])[cH:10][cH:11][c:12]([S:15]([C:16]([F:17])([F:18])[F:19])(=[O:20])=[O:21])[c:13]2[CH2:14]1)[CH2:23][CH2:24][CH3:25].[CH3:43][CH2:44][OH:45].[CH3:46][c:47]1[cH:48][cH:49][cH:50][cH:51][cH:52]1.[Cl-:35].[Li+:34].[NH3:42].[Na+:36].[Na+:37].[O-:38][C:39](=[O:40])[O-:41].[o:26]1[c:27]([B:31]([OH:32])[OH:33])[cH:28][cH:29][cH:30]1>>[CH2:1]([CH2:2][CH3:3])[N:4]([CH:5]1[CH2:6][O:7][c:8]2[c:9]([F:22])[cH:10][cH:11][c:12](-[c:27]3[o:26][cH:30][cH:29][cH:28]3)[c:13]2[CH2:14]1)[CH2:23][CH2:24][CH3:25]. The reactants are C(CCCCCCCCCCCCC)OC1=CC=C(O1)C(=O)O (5-tetradecyloxy-2-furoic acid), C[O-].[Na+] (sodium methoxide). Solvent: CO (methanol). The product is [Na+].C(CCCCCCCCCCCCC)OC1=CC=C(O1)C(=O)[O-] (5-tetradecyloxy-2-furoic acid sodium salt). RXN SMILES: [CH2:1]([O:15][C:16]1[O:20][C:19]([C:21]([OH:23])=[O:22])=[CH:18][CH:17]=1)[CH2:2][CH2:3][CH2:4][CH2:5][CH2:6][CH2:7][CH2:8][CH2:9][CH2:10][CH2:11][CH2:12][CH2:13][CH3:14].C[O-].[Na+:26]>CO>[Na+:26].[CH2:1]([O:15][C:16]1[O:20][C:19]([C:21]([O-:23])=[O:22])=[CH:18][CH:17]=1)[CH2:2][CH2:3][CH2:4][CH2:5][CH2:6][CH2:7][CH2:8][CH2:9][CH2:10][CH2:11][CH2:12][CH2:13][CH3:14] |f:1.2,4.5|. Reported procedure: To 19.5 g (0.06 mols) of 5-tetradecyloxy-2-furoic acid in 500 ml of methanol is added 6 g (0.111 mole) of sodium methoxide. The mixture is refluxed, and the methanol is distilled off being replaced by water. The aqueous solution is cooled, the precipitate collected and dried to give 5-tetradecyloxy-2-furoic acid sodium salt, M.P. 240°-245° C (dec.). The reactants are Cl, NCCS, CN(C)C=O, OC(c1ccccc1)(c1ccccc1)c1ccccc1. Yields the product NCCSC(c1ccccc1)(c1ccccc1)c1ccccc1. RXN SMILES: [ClH:1].[NH2:2][CH2:3][CH2:4][SH:5].[O:26]=[CH:27][N:28]([CH3:29])[CH3:30].[c:6]1([C:12]([OH:13])([c:14]2[cH:15][cH:16][cH:17][cH:18][cH:19]2)[c:20]2[cH:21][cH:22][cH:23][cH:24][cH:25]2)[cH:7][cH:8][cH:9][cH:10][cH:11]1>>[NH2:2][CH2:3][CH2:4][S:5][C:12]([c:6]1[cH:7][cH:8][cH:9][cH:10][cH:11]1)([c:14]1[cH:15][cH:16][cH:17][cH:18][cH:19]1)[c:20]1[cH:21][cH:22][cH:23][cH:24][cH:25]1.